This data is from the Open Reaction Database (ORD), a public repository of structured organic reaction records. The task is: describe an organic reaction: reactants, conditions, products, and yield Starting materials: C(#N)C(C1=CC=CC=C1)(C1=CC=CC=C1)[C@@H]1CNCCC1 (3-(R)-(1-cyano-1,1-diphenylmethyl)-piperidine), OC1=C(C=C(CCCl)C=C1)OC (4-hydroxy-3-methoxyphenethyl chloride), C([O-])([O-])=O.[K+].[K+] (potassium carbonate), [I-].[K+] (potassium iodide). The solvent is C(C)#N (acetonitrile). Product: C(#N)C(C1=CC=CC=C1)(C1=CC=CC=C1)[C@@H]1CN(CCC1)CCC1=CC(=C(C=C1)O)OC (3-(R)-(1-cyano-1,1-diphenylmethyl)-1-(4-hydroxy-3-methoxyphenethyl)piperidine). RXN SMILES: [C:1]([C:3]([C@H:16]1[CH2:21][CH2:20][CH2:19][NH:18][CH2:17]1)([C:10]1[CH:15]=[CH:14][CH:13]=[CH:12][CH:11]=1)[C:4]1[CH:9]=[CH:8][CH:7]=[CH:6][CH:5]=1)#[N:2].[OH:22][C:23]1[CH:31]=[CH:30][C:26]([CH2:27][CH2:28]Cl)=[CH:25][C:24]=1[O:32][CH3:33].C(=O)([O-])[O-].[K+].[K+].[I-].[K+]>C(#N)C>[C:1]([C:3]([C@H:16]1[CH2:21][CH2:20][CH2:19][N:18]([CH2:28][CH2:27][C:26]2[CH:30]=[CH:31][C:23]([OH:22])=[C:24]([O:32][CH3:33])[CH:25]=2)[CH2:17]1)([C:10]1[CH:11]=[CH:12][CH:13]=[CH:14][CH:15]=1)[C:4]1[CH:9]=[CH:8][CH:7]=[CH:6][CH:5]=1)#[N:2] |f:2.3.4,5.6|. Procedure: A mixture containing 3-(R)-(1-cyano-1,1-diphenylmethyl)-piperidine (0.3 g), 4-hydroxy-3-methoxyphenethyl chloride (0.233 g--see Preparation 6), anhydrous potassium carbonate (0.5 g), potassium iodide (0.2 g) and acetonitrile (15 ml) was heated under reflux for 5 hours. The mixture was partitioned between dichloromethane (40 ml) and 10% aqueous potassium carbonate (30 ml), the layers separated, and the aqueous layer extracted with dichloromethane (2×30 ml). The combined dichloromethane extracts w... Reactants: N1C(CCC1)=O (2-pyrrolidinone), N1C=NC=C1 (imidazole), ClC1=NC(=NC(=C1I)C(F)(F)F)S(=O)(=O)C(C)C (4-Chloro-5-iodo-2-isopropylsulfonyl-6-trifluoromethypyrimidine), [H-].[Na+] (sodium hydride). Solvent: O1CCCC1 (tetrahydrofuran), O (water). Conditions: time 10 minute. Yields the product N1(C=NC=C1)C1=NC(=NC(=C1I)C(F)(F)F)N1C(CCC1)=O (1-(4-imidazol-1-yl-5-iodo-6-trifluoromethylpyrimidin-2-yl)-pyrrolidin-2-one). Isolated yield 40.2%. RXN SMILES: Cl[C:2]1[C:7]([I:8])=[C:6]([C:9]([F:12])([F:11])[F:10])[N:5]=[C:4](S(C(C)C)(=O)=O)[N:3]=1.[NH:19]1[CH2:23][CH2:22][CH2:21][C:20]1=[O:24].[H-].[Na+].[NH:27]1[CH:31]=[CH:30][N:29]=[CH:28]1>O1CCCC1.O>[N:27]1([C:2]2[C:7]([I:8])=[C:6]([C:9]([F:10])([F:11])[F:12])[N:5]=[C:4]([N:19]3[CH2:23][CH2:22][CH2:21][C:20]3=[O:24])[N:3]=2)[CH:31]=[CH:30][N:29]=[CH:28]1 |f:2.3|. Procedure: 4-Chloro-5-iodo-2-isopropylsulfonyl-6-trifluoromethypyrimidine (0.50 g) was dissolved in tetrahydrofuran (5.0 ml) and added 2-pyrrolidinone (0.10 g). The mixture was cooled to ice bath temperature and added sodium hydride (oily 80%, 36 mg). The mixture was stirred at that temperature for 10 minutes, and then added imidazole (0.25 g) at the same temperature. The mixture was stirred at that temperature for 30 minutes, and then it warmed to room temperature After stirg over night, the mixture was a... Starting materials: CC(=O)[O-], CC(=O)O, C[N+](=O)[O-], [NH4+], O=Cc1ccc(OCc2ccccn2)cc1. The product is O=[N+]([O-])C=Cc1ccc(OCc2ccccn2)cc1. Reaction SMILES: [CH3:22][C:23](=[O:24])[O-:25].[CH3:26][C:27](=[O:28])[OH:29].[N+:17](=[O:18])([O-:19])[CH3:20].[NH4+:21].[n:1]1[c:2]([CH2:7][O:8][c:9]2[cH:10][cH:11][c:12]([CH:13]=[O:14])[cH:15][cH:16]2)[cH:3][cH:4][cH:5][cH:6]1>>[n:1]1[c:2]([CH2:7][O:8][c:9]2[cH:10][cH:11][c:12]([CH:13]=[CH:20][N+:17](=[O:18])[O-:19])[cH:15][cH:16]2)[cH:3][cH:4][cH:5][cH:6]1. Starting materials: O=C([O-])O, CCOC(C)=O, Cc1ccc(S(=O)(=O)C(NC=O)c2cc(F)ccc2F)cc1, [Na+], C1CCOC1, O=P(Cl)(Cl)Cl, Cc1cccc(C)n1. Product: [C-]#[N+]C(c1cc(F)ccc1F)S(=O)(=O)c1ccc(C)cc1. As a reaction SMILES: [C:36](=[O:37])([OH:38])[O-:39].[CH3:41][CH2:42][O:43][C:44](=[O:45])[CH3:46].[F:1][c:2]1[c:3]([CH:9]([NH:10][CH:11]=[O:12])[S:13](=[O:14])(=[O:15])[c:16]2[cH:17][cH:18][c:19]([CH3:22])[cH:20][cH:21]2)[cH:4][c:5]([F:8])[cH:6][cH:7]1.[Na+:40].[O:47]1[CH2:48][CH2:49][CH2:50][CH2:51]1.[P:23]([Cl:24])([Cl:25])([Cl:26])=[O:27].[n:28]1[c:29]([CH3:30])[cH:31][cH:32][cH:33][c:34]1[CH3:35]>>[F:1][c:2]1[c:3]([CH:9]([N+:10]#[C-:11])[S:13](=[O:14])(=[O:15])[c:16]2[cH:17][cH:18][c:19]([CH3:22])[cH:20][cH:21]2)[cH:4][c:5]([F:8])[cH:6][cH:7]1. Reactants: BrC1=CC(=C(C=C1)CBr)CC (4-bromo-1-bromomethyl-2-ethyl-benzene), C1(C=2C(C(N1)=O)=CC=CC2)=O.[K] (potassium phthalimide), O (water). The solvent is CN(C=O)C (dimethylformamide). Reaction conditions: temperature 80 celsius. The product is BrC1=CC(=C(CN2C(C3=CC=CC=C3C2=O)=O)C=C1)CC (2-(4-Bromo-2-ethyl-benzyl)-isoindole-1,3-dione). Reaction SMILES: [Br:1][C:2]1[CH:7]=[CH:6][C:5]([CH2:8]Br)=[C:4]([CH2:10][CH3:11])[CH:3]=1.[C:12]1(=[O:22])[NH:16][C:15](=[O:17])[C:14]2=[CH:18][CH:19]=[CH:20][CH:21]=[C:13]12.[K].O>CN(C)C=O>[Br:1][C:2]1[CH:7]=[CH:6][C:5]([CH2:8][N:16]2[C:12](=[O:22])[C:13]3[C:14](=[CH:18][CH:19]=[CH:20][CH:21]=3)[C:15]2=[O:17])=[C:4]([CH2:10][CH3:11])[CH:3]=1 |f:1.2,^1:22|. Reported procedure: To 4-bromo-1-bromomethyl-2-ethyl-benzene (4.0 g, 14.2 mmol) in dimethylformamide (100 mL) at room temperature was added potassium phthalimide (2.9 g, 15.6 mmol), and the solution was heated at 80° C. for 5 h. The solution was cooled to room temperature and poured into water. The aqueous solution was extracted with ethyl acetate. The pooled organics were washed with saturated sodium chloride, dried (Na2SO4), filtered, and concentrated in vacuo to a yellow solid (4.0 g, 82%).